This data is from the Open Reaction Database (ORD), a public repository of structured organic reaction records. The task is: describe an organic reaction: reactants, conditions, products, and yield The reactants are CCCN(CCCCN1C(=O)CC2(CCCCC2)C1=O)C1COc2cccc(OC)c2C1, ClCCl. Yields the product CCCN(CCCCN1C(=O)CC2(CCCCC2)C1=O)C1COc2cccc(O)c2C1. RXN SMILES: [CH2:1]([CH2:2][CH3:3])[N:4]([CH:5]1[CH2:6][O:7][c:8]2[cH:9][cH:10][cH:11][c:12]([O:15][CH3:16])[c:13]2[CH2:14]1)[CH2:17][CH2:18][CH2:19][CH2:20][N:21]1[C:22](=[O:32])[CH2:23][C:24]2([C:25]1=[O:26])[CH2:27][CH2:28][CH2:29][CH2:30][CH2:31]2.[CH2:33]([Cl:34])[Cl:35]>>[CH2:1]([CH2:2][CH3:3])[N:4]([CH:5]1[CH2:6][O:7][c:8]2[cH:9][cH:10][cH:11][c:12]([OH:15])[c:13]2[CH2:14]1)[CH2:17][CH2:18][CH2:19][CH2:20][N:21]1[C:22](=[O:32])[CH2:23][C:24]2([C:25]1=[O:26])[CH2:27][CH2:28][CH2:29][CH2:30][CH2:31]2. Starting materials: C(C)(=O)[O-].[Ca+2].C(C)(=O)[O-] (calcium acetate), C([C@@H]1[C@H]([C@@H]([C@H]([C@H](O1)O[C@@H]2[C@H](O[C@H]([C@@H]([C@H]2O)O)O)CO)O)O)O)O (maltose), O=C[C@H](O)[C@@H](O)[C@H](O)[C@H](O)CO (glucose), C([C@@H]1[C@H]([C@@H]([C@H]([C@H](O1)O[C@@H]2[C@H](O[C@H]([C@@H]([C@H]2O)O)O)CO)O)O)O)O (maltose), Cl (HCl). The solvent is C(C)(=O)[O-].[Na+] (sodium acetate). The product is C([C@@H]1[C@H]([C@@H]([C@H]([C@H](O1)O[C@@H]2[C@H](O[C@@H]([C@@H]([C@H]2O)O)O[C@@H]3[C@H](O[C@@H]([C@@H]([C@H]3O)O)O)CO)CO)O)O)O)O (maltotriose). As a reaction SMILES: C([O-])(=O)C.[Ca+2].C([O-])(=O)C.[CH2:10]([OH:32])[C@H:11]1[O:16][C@H:15]([O:17][C@H:18]2[C@H:23]([OH:24])[C@@H:22]([OH:25])[C@H:21]([OH:26])[O:20][C@@H:19]2[CH2:27][OH:28])[C@H:14]([OH:29])[C@@H:13]([OH:30])[C@@H:12]1[OH:31].Cl.[O:34]=[CH:35][C@@H:36]([C@H:38]([C@@H:40]([C@@H:42]([CH2:44][OH:45])[OH:43])O)[OH:39])[OH:37]>C([O-])(=O)C.[Na+]>[CH2:10]([OH:32])[C@H:11]1[O:16][C@H:15]([O:17][C@H:18]2[C@H:23]([OH:24])[C@@H:22]([OH:25])[C@@H:21]([O:26][C@H:40]3[C@H:38]([OH:39])[C@@H:36]([OH:37])[C@@H:35]([OH:34])[O:43][C@@H:42]3[CH2:44][OH:45])[O:20][C@@H:19]2[CH2:27][OH:28])[C@H:14]([OH:29])[C@@H:13]([OH:30])[C@@H:12]1[OH:31] |f:0.1.2,6.7|. Procedure: Further, each fraction of FG3 and FG5 was taken out and dissolved in a 0.1 M sodium acetate buffer containing 10 mM calcium acetate buffer solution (pH 5.5), followed by addition of takaamylase A for hydrolyses at 37° C. for 3 hours. The hydrolyzed products were tested by HPLC and TLC. From FG5, there were produced FG3 and maltose, but FG3 was not hydrolyzed by takaamylase A. When FG3 was added to 0.3N HCl and hydrolyzed at 100° C. for 30 minutes, the products were maltose, glucose and 2 kinds o... The reactants are [BH4-], CO, CS(=O)(=O)c1ccc(C(CC2CCCC2)c2cc3cc(CC=O)cnc3[nH]2)cc1, [Na+]. The product is CS(=O)(=O)c1ccc(C(CC2CCCC2)c2cc3cc(CCO)cnc3[nH]2)cc1. As a reaction SMILES: [BH4-:30].[CH3:32][OH:33].[CH:1]1([CH2:6][CH:7]([c:8]2[cH:9][cH:10][c:11]([S:14](=[O:15])(=[O:16])[CH3:17])[cH:12][cH:13]2)[c:18]2[cH:19][c:20]3[c:21]([n:22][cH:23][c:24]([CH2:26][CH:27]=[O:28])[cH:25]3)[nH:29]2)[CH2:2][CH2:3][CH2:4][CH2:5]1.[Na+:31]>>[CH:1]1([CH2:6][CH:7]([c:8]2[cH:9][cH:10][c:11]([S:14](=[O:15])(=[O:16])[CH3:17])[cH:12][cH:13]2)[c:18]2[cH:19][c:20]3[c:21]([n:22][cH:23][c:24]([CH2:26][CH2:27][OH:28])[cH:25]3)[nH:29]2)[CH2:2][CH2:3][CH2:4][CH2:5]1. Starting materials: CC(=O)C=C (Methylvinylketone), 1-methyl-4-pyrrolidinopiperidin-3-ene, O1CCOCC1 (dioxane), ice water, C(C)(=O)O (acetic acid), C(C)(=O)[O-].[Na+] (sodium acetate), N (NH3). Run in O (water). Product: CC1NCC2CCC(C=C2C1)=O (3-Methyl 1,2,3,4,6,7,8,8a-octahydroisoquinol-6-one). Reaction SMILES: [CH3:1][C:2]([CH:4]=[CH2:5])=O.[C:6]([OH:9])(=O)[CH3:7].[C:10]([O-])(=O)[CH3:11].[Na+].[NH3:15].O1[CH2:21][CH2:20]OCC1>O>[CH3:1][CH:2]1[CH2:4][C:5]2[CH:21]([CH2:10][CH2:11][C:6](=[O:9])[CH:7]=2)[CH2:20][NH:15]1 |f:2.3|. Procedure: Methylvinylketone (24.5 g) was added dropwise to 1-methyl-4-pyrrolidinopiperidin-3-ene (58 g) in dioxane, giving a slight exotherm, keeping the temperature within the range room temperature to 30° C. with cooling. After leaving at room temperature for 45 minutes the solution was refluxed for 3 hours. The mixture was hydrolysed by refluxing for 1 hour with acetic acid (30 mle, sodium acetate (16 g) and water (30 ml). The mixture was poured into ice/water, basified with NH3 (0.880) and extracted 5... Product: ClC1=C(C=C(C(=O)OC)C(C(C)(OC)OC)=O)C=CC=C1 (methyl 2-(2-chlorobenzylidene)-4,4-dimethoxy-3-oxovalerate). Procedure: A mixture of 2-chlorobenzaldehyde (2.81 g), methyl 4,4-dimethoxy-3-oxovalerate (3.81g) and piperidine (0.2 ml) in benzene (20 ml) was refluxed under azeotropic dehydration for 7.5 hours. A small amount of benzene was added to the reaction mixture and the resultant solution was washed with water and dried over magnesium sulfate. The solvent was removed from the solution to give a reddish oil (7.04 g) of methyl 2-(2-chlorobenzylidene)-4,4-dimethoxy-3-oxovalerate. The mixture of the oily product (6... As a reaction SMILES: [Cl:1][C:2]1[CH:9]=[CH:8][CH:7]=[CH:6][C:3]=1[CH:4]=O.[CH3:10][O:11][C:12]([O:21][CH3:22])([CH3:20])[C:13](=[O:19])[CH2:14][C:15]([O:17][CH3:18])=[O:16].N1CCCCC1>C1C=CC=CC=1>[Cl:1][C:2]1[CH:9]=[CH:8][CH:7]=[CH:6][C:3]=1[CH:4]=[C:14]([C:13](=[O:19])[C:12]([O:11][CH3:10])([O:21][CH3:22])[CH3:20])[C:15]([O:17][CH3:18])=[O:16]. Solvent: C1=CC=CC=C1 (benzene), C1=CC=CC=C1 (benzene). The reactants are ClC1=C(C=O)C=CC=C1 (2-chlorobenzaldehyde), COC(C(CC(=O)OC)=O)(C)OC (methyl 4,4-dimethoxy-3-oxovalerate), N1CCCCC1 (piperidine). The yield is 112.6%. Starting materials: C[Si](C)(C)[N-][Si](C)(C)C, CCOC(=O)C(=O)c1ccc(SC)cn1, [Cl-], [I-], [Li+], [NH4+], C1CCOC1, c1ccc([P+](CC2CCOCC2)(c2ccccc2)c2ccccc2)cc1. The product is CCOC(=O)C(=CC1CCOCC1)c1ccc(SC)cn1. As a reaction SMILES: [CH3:28][Si:29]([CH3:30])([CH3:31])[N-:32][Si:33]([CH3:34])([CH3:35])[CH3:36].[CH3:38][S:39][c:40]1[cH:41][cH:42][c:43]([C:46]([C:47](=[O:48])[O:49][CH2:50][CH3:51])=[O:52])[n:44][cH:45]1.[Cl-:53].[I-:1].[Li+:37].[NH4+:54].[O:55]1[CH2:56][CH2:57][CH2:58][CH2:59]1.[c:2]1([P+:3]([c:4]2[cH:5][cH:6][cH:7][cH:8][cH:16]2)([CH2:9][CH:10]2[CH2:11][CH2:12][O:13][CH2:14][CH2:15]2)[c:17]2[cH:18][cH:19][cH:20][cH:21][cH:22]2)[cH:23][cH:24][cH:25][cH:26][cH:27]1>>[CH:9]([CH:10]1[CH2:11][CH2:12][O:13][CH2:14][CH2:15]1)=[C:46]([c:43]1[cH:42][cH:41][c:40]([S:39][CH3:38])[cH:45][n:44]1)[C:47](=[O:48])[O:49][CH2:50][CH3:51].